This data is from the Open Reaction Database (ORD), a public repository of structured organic reaction records. The task is: describe an organic reaction: reactants, conditions, products, and yield The reactants are [Sn] (tin), ( T ), C=CC1=CC=CC=C1 (styrene), [C]=O (carbon monoxide), [H][H] (hydrogen), C(C)C1=CC=CC=C1 (ethylbenzene), C1(=CC=CC=C1)C(CO)C (2-phenylpropanol). Solvent: C1(OCC(C)O1)=O (propylene carbonate), C1=CC=CC=C1 (benzene). Run at temperature 90 celsius. Product: C1(=CC=CC=C1)CCCO (3-phenylpropanol). As a reaction SMILES: [Sn].[CH2:2]=[CH:3][C:4]1[CH:9]=[CH:8][CH:7]=[CH:6][CH:5]=1.[C]=O.[H][H].C(C1C=CC=CC=1)C.C1(C(C)[CH2:29][OH:30])C=CC=CC=1>C1(=O)OC(C)CO1.C1C=CC=CC=1>[C:4]1([CH2:3][CH2:2][CH2:29][OH:30])[CH:9]=[CH:8][CH:7]=[CH:6][CH:5]=1 |^3:0,9|. Procedure: Tin methylate Sn(OCH3)2 is produced according to the method disclosed by J. Morrison and H. Haendler, 29 J. Inorg. Nucl. Chem., 393-400 (1967). A catalytic system comprising 66.4 mg of LPtCl2 (L being the same ligand as in example 12) and 15.7 mg tin methylate in a solvent consisting of a mixture of 15 cm3 benzene and 10 cm3 propylene carbonate is introduced under nitrogen into a 100 cm3 stainless steel autoclave reactor equipped with a bar magnet stirring system. Then, 1.23 g styrene is added. ... Reactants: CO, CS(=O)(=O)c1ccc(C(=CC2CCCC2)c2cc3cc(C(=O)O)cnc3[nH]2)cc1, [H][H]. Product: CS(=O)(=O)c1ccc(C(CC2CCCC2)c2cc3cc(C(=O)O)cnc3[nH]2)cc1. RXN SMILES: [CH3:32][OH:33].[CH:1]1([CH:6]=[C:7]([c:8]2[cH:9][cH:10][c:11]([S:14](=[O:15])(=[O:16])[CH3:17])[cH:12][cH:13]2)[c:18]2[cH:19][c:20]3[c:21]([n:22][cH:23][c:24]([C:26](=[O:27])[OH:28])[cH:25]3)[nH:29]2)[CH2:2][CH2:3][CH2:4][CH2:5]1.[H:30][H:31]>>[CH:1]1([CH2:6][CH:7]([c:8]2[cH:9][cH:10][c:11]([S:14](=[O:15])(=[O:16])[CH3:17])[cH:12][cH:13]2)[c:18]2[cH:19][c:20]3[c:21]([n:22][cH:23][c:24]([C:26](=[O:27])[OH:28])[cH:25]3)[nH:29]2)[CH2:2][CH2:3][CH2:4][CH2:5]1. Starting materials: C(#N)N=C(OC)C1=NC=CC=C1 (Methyl N-cyano-2-pyridinecarboximidate), NC1=CC=CC=C1 (aniline). Run in CO (methanol). Run at time 40 minute. Yields the product C(#N)NC(=NC1=CC=CC=C1)C1=NC=CC=C1 (N-cyano-N'-phenyl-2-pyridinecarboximidamide). The yield is 90.3%. Reaction SMILES: [C:1]([N:3]=[C:4]([C:7]1[CH:12]=[CH:11][CH:10]=[CH:9][N:8]=1)OC)#[N:2].[NH2:13][C:14]1[CH:19]=[CH:18][CH:17]=[CH:16][CH:15]=1>CO>[C:1]([NH:3][C:4]([C:7]1[CH:12]=[CH:11][CH:10]=[CH:9][N:8]=1)=[N:13][C:14]1[CH:19]=[CH:18][CH:17]=[CH:16][CH:15]=1)#[N:2]. Procedure details: Methyl N-cyano-2-pyridinecarboximidate (0.50 g, 3.1 mmol) was dissolved in methanol (10 ml), aniline (0.32 g, 3.4 mmol) was added, and the resulting mixture was stirred at room temperature for 40 minutes. After the reaction was completed, the reaction solution was concentrated under reduced pressure, and the residue thus obtained was crystallized from dichloromethane-diethyl ether to give the title compound (0.63 g, 2.8 mmol, yield: 91%) as colorless needles. The reactants are BrC1=C(SC=C1)C=O (3-Bromothiophen-2-aldehyde), C(CO)O (ethylene glycol), C1=CC=CC=C1 (benzene), C1(=CC=C(C=C1)S(=O)(=O)O)C (p-toluenesulphonic acid). Solvent: O (water). The product is BrC1=C(SC=C1)C1OCCO1 (2-(3-Bromo-2-thienyl)-1,3-dioxolane). The yield is 74.1%. Reaction SMILES: [Br:1][C:2]1[CH:6]=[CH:5][S:4][C:3]=1[CH:7]=[O:8].[CH2:9](O)[CH2:10][OH:11].C1C=CC=CC=1.C1(C)C=CC(S(O)(=O)=O)=CC=1>O>[Br:1][C:2]1[CH:6]=[CH:5][S:4][C:3]=1[CH:7]1[O:11][CH2:10][CH2:9][O:8]1. Procedure: 3-Bromothiophen-2-aldehyde (2) (7.44 g, 39 mmol), ethylene glycol (2.7 ml, 48 mmol), anhydrous benzene (130 ml) and a few crystals of p-toluenesulphonic acid were refluxed in a Dean-Stark apparatus until no more water separated. The benzene layer was washed with a solution of bicarbonate, dried (Na2SO4), and evaporated under reduced pressure to give the derivative 3 (6.8 g, 28.9 mmol, 74% yield) as an oil. Starting materials: Cl.Cl (Hydrogen chloride HCl), solution, FC1=C2OC[C@@H](N3C(=NC(C=C1)=C32)[C@H](C)NC3=C2N=CN(C2=NC=N3)C3OCCCC3)C ([(S)-1-((S)-6-fluoro-3-methyl-3,4-dihydro-5-oxa-1,2a-diazaacenaphthylen-2-yl)ethyl][9-(tetrahydropyran-2-yl)-9H-purin-6-yl]amine). Run in O1CCOCC1 (dioxane), CO (MeOH). Reaction conditions: time 30 minute. The product is FC1=C2OC[C@@H](N3C(=NC(C=C1)=C32)[C@H](C)NC3=C2N=CNC2=NC=N3)C ([(S)-1-((S)-6-Fluoro-3-methyl-3,4-dihydro-5-oxa-1,2a-diazaacenaphthylen-2-yl)ethyl](9H-purin-6-yl)amine). Isolated yield 92.2%. As a reaction SMILES: Cl.Cl.[F:3][C:4]1[CH:14]=[CH:13][C:12]2=[C:15]3[C:5]=1[O:6][CH2:7][C@H:8]([CH3:34])[N:9]3[C:10]([C@@H:16]([NH:18][C:19]1[N:27]=[CH:26][N:25]=[C:24]3[C:20]=1[N:21]=[CH:22][N:23]3C1CCCCO1)[CH3:17])=[N:11]2>O1CCOCC1.CO>[F:3][C:4]1[CH:14]=[CH:13][C:12]2=[C:15]3[C:5]=1[O:6][CH2:7][C@H:8]([CH3:34])[N:9]3[C:10]([C@@H:16]([NH:18][C:19]1[N:27]=[CH:26][N:25]=[C:24]3[C:20]=1[N:21]=[CH:22][NH:23]3)[CH3:17])=[N:11]2 |f:0.1|. Reported procedure: Hydrogen chloride HCl (340 μL of a 4M solution in dioxane) was added to a solution of [(S)-1-((S)-6-fluoro-3-methyl-3,4-dihydro-5-oxa-1,2a-diazaacenaphthylen-2-yl)ethyl][9-(tetrahydropyran-2-yl)-9H-purin-6-yl]amine (117 mg, 0.27 mmol) in MeOH (1 mL) and the reaction was stirred at RT for 30 min. The crude reaction mixture was passed through a 2 g Isolute® SCX-2 cartridge, eluting with 2M NH3/MeOH. The basic fraction was concentrated in vacuo to give 441 (88 mg, 92%) as an off-white solid. LCMS (... The reactants are CC#N, CC(Cl)OC(=O)C(C)C, [I-], [Na+]. The product is CC(I)OC(=O)C(C)C. As a reaction SMILES: [CH3:12][C:13]#[N:14].[Cl:3][CH:4]([CH3:5])[O:6][C:7]([CH:8]([CH3:9])[CH3:10])=[O:11].[I-:2].[Na+:1]>>[I:2][CH:4]([CH3:5])[O:6][C:7]([CH:8]([CH3:9])[CH3:10])=[O:11]. Reactants: CCOC(=O)C1(CC2CC2)CCN(C(=O)c2ccc(-c3ccc(F)cc3)cc2)CC1, CCO, Cl, [Na+], [OH-]. RXN SMILES: [CH2:1]([CH3:2])[O:3][C:4](=[O:5])[C:6]1([CH2:27][CH:28]2[CH2:29][CH2:30]2)[CH2:7][CH2:8][N:9]([C:12](=[O:13])[c:14]2[cH:15][cH:16][c:17](-[c:20]3[cH:21][cH:22][c:23]([F:26])[cH:24][cH:25]3)[cH:18][cH:19]2)[CH2:10][CH2:11]1.[CH3:34][CH2:35][OH:36].[ClH:33].[Na+:32].[OH-:31]>>[O:3]=[C:4]([OH:5])[C:6]1([CH2:27][CH:28]2[CH2:29][CH2:30]2)[CH2:7][CH2:8][N:9]([C:12](=[O:13])[c:14]2[cH:15][cH:16][c:17](-[c:20]3[cH:21][cH:22][c:23]([F:26])[cH:24][cH:25]3)[cH:18][cH:19]2)[CH2:10][CH2:11]1. The product is O=C(c1ccc(-c2ccc(F)cc2)cc1)N1CCC(CC2CC2)(C(=O)O)CC1. The reactants are C1CCOC1, CN1CCOCC1, CC(C)COC(=O)Cl, N#Cc1cnc2ccc(N)cc2c1Nc1cccc(Br)c1, C=C(CN1CCOCC1)C(=O)O, CN(C)C=O. Product: C=C(CN1CCOCC1)C(=O)Nc1ccc2ncc(C#N)c(Nc3cccc(Br)c3)c2c1. Reaction SMILES: [CH2:49]1[O:50][CH2:51][CH2:52][CH2:53]1.[CH3:13][N:14]1[CH2:15][CH2:16][O:17][CH2:18][CH2:19]1.[Cl:20][C:21]([O:22][CH2:23][CH:24]([CH3:25])[CH3:26])=[O:27].[NH2:28][c:29]1[cH:30][c:31]2[c:32]([NH:41][c:42]3[cH:43][c:44]([Br:48])[cH:45][cH:46][cH:47]3)[c:33]([C:39]#[N:40])[cH:34][n:35][c:36]2[cH:37][cH:38]1.[O:1]1[CH2:2][CH2:3][N:4]([CH2:7][C:8]([C:9](=[O:10])[OH:11])=[CH2:12])[CH2:5][CH2:6]1.[O:54]=[CH:55][N:56]([CH3:57])[CH3:58]>>[O:1]1[CH2:2][CH2:3][N:4]([CH2:7][C:8]([C:9](=[O:11])[NH:28][c:29]2[cH:30][c:31]3[c:32]([NH:41][c:42]4[cH:43][c:44]([Br:48])[cH:45][cH:46][cH:47]4)[c:33]([C:39]#[N:40])[cH:34][n:35][c:36]3[cH:37][cH:38]2)=[CH2:12])[CH2:5][CH2:6]1.